Dataset: the Open Reaction Database (ORD), a public repository of structured organic reaction records. Task: describe an organic reaction: reactants, conditions, products, and yield As a reaction SMILES: [Br:1][CH2:2][CH2:3][CH2:4][CH2:5][CH2:6][CH2:7][CH2:8][CH2:9][CH2:10][CH2:11][CH2:12][CH2:13][CH2:14][CH2:15][CH2:16][CH2:17][NH:18][c:19]1[cH:20][cH:21][c:22]([C:23](=[O:24])[NH:25][CH2:26][C:27](=[O:28])[O:29][CH2:30][CH3:31])[cH:32][cH:33]1.[CH3:36][CH2:37][OH:38].[Na+:35].[OH-:34]>>[Br:1][CH2:2][CH2:3][CH2:4][CH2:5][CH2:6][CH2:7][CH2:8][CH2:9][CH2:10][CH2:11][CH2:12][CH2:13][CH2:14][CH2:15][CH2:16][CH2:17][NH:18][c:19]1[cH:20][cH:21][c:22]([C:23](=[O:24])[NH:25][CH2:26][C:27](=[O:28])[OH:29])[cH:32][cH:33]1. The reactants are CCOC(=O)CNC(=O)c1ccc(NCCCCCCCCCCCCCCCCBr)cc1, CCO, [Na+], [OH-]. Yields the product O=C(O)CNC(=O)c1ccc(NCCCCCCCCCCCCCCCCBr)cc1. Reactants: CC(NS(=O)C(C)(C)C)c1cc(C(=O)N(C)C)cc2c(=O)cc(N3CCOCC3)oc12, Cl, C1COCCO1. The product is CC(N)c1cc(C(=O)N(C)C)cc2c(=O)cc(N3CCOCC3)oc12. Reaction SMILES: [CH3:2][C:3]([S:4](=[O:5])[NH:8][CH:9]([CH3:10])[c:11]1[cH:12][c:13]([C:28](=[O:29])[N:30]([CH3:31])[CH3:32])[cH:14][c:15]2[c:16](=[O:27])[cH:17][c:18]([N:21]3[CH2:22][CH2:23][O:24][CH2:25][CH2:26]3)[o:19][c:20]12)([CH3:6])[CH3:7].[ClH:1].[O:33]1[CH2:34][CH2:35][O:36][CH2:37][CH2:38]1>>[NH2:8][CH:9]([CH3:10])[c:11]1[cH:12][c:13]([C:28](=[O:29])[N:30]([CH3:31])[CH3:32])[cH:14][c:15]2[c:16](=[O:27])[cH:17][c:18]([N:21]3[CH2:22][CH2:23][O:24][CH2:25][CH2:26]3)[o:19][c:20]12. Reactants: C(#N)C[C@H](CC(=O)OCC)O ((R)-4-cyano-3-hydroxybutyric acid, ethyl ester), C1(=CC=CC=C1)N(C(C)=O)C1=CC=CC=C1 (N,N-diphenylacetamide), C(C)(C)[N-]C(C)C.[Li+] (lithium diisopropylamide), Cl (hydrochloric acid). Run in O1CCCC1 (tetrahydrofuran), O1CCCC1 (tetrahydrofuran), O1CCCC1.CCCCCCC (tetrahydrofuran heptane). Run at time 30 minute. The product is C1(=CC=CC=C1)N(C(CCCCC)=O)C1=CC=CC=C1 (N,N-diphenylhexanamide). RXN SMILES: [C:1]1([N:7]([C:11]2[CH:16]=[CH:15][CH:14]=[CH:13][CH:12]=2)[C:8](=[O:10])[CH3:9])[CH:6]=[CH:5][CH:4]=[CH:3][CH:2]=1.C([N-]C(C)C)(C)C.[Li+].[C:25]([CH2:27][C@@H:28](O)[CH2:29]C(OCC)=O)#N.Cl>O1CCCC1.O1CCCC1.CCCCCCC>[C:1]1([N:7]([C:11]2[CH:16]=[CH:15][CH:14]=[CH:13][CH:12]=2)[C:8](=[O:10])[CH2:9][CH2:25][CH2:27][CH2:28][CH3:29])[CH:2]=[CH:3][CH:4]=[CH:5][CH:6]=1 |f:1.2,6.7|. Procedure details: To a stirred -10° C. solution of N,N-diphenylacetamide (211 g, 1.0 mol) in tetrahydrofuran (1.0 L) is slowly added a solution of lithium diisopropylamide in tetrahydrofuran-heptane (0.5 L of 2M) while maintaining the temperature between -10° C. to -5° C. The mixture is stirred at -0° C. to 20° C. for 30 minutes. (R)-4-cyano-3-hydroxybutyric acid, ethyl ester (Brower, supra) (40 g, 0.25 mol) as a solution in 200 mL of tetrahydrofuran is added to the previously prepared anion. The reaction mixture... Starting materials: C(=O)(O)[O-].[Na+] (NaHCO3), C1CC(=O)N(C1=O)Br (NBS), C(C)[C@@]12[C@H](CCCC=3C1=CC=1C=NN(C1C3)C3=CC=C(C=C3)F)C[C@@](CC2)(O)C(F)(F)F ((3R,4aR,12bR)-12b-ethyl-9-(4-fluorophenyl)-3-(trifluoromethyl)-1,2,3,4,4a,5,6,7,9,12b-decahydrobenzo[6,7]cyclohepta[1,2-f]indazol-3-ol), C1CC(=O)N(C1=O)Br (NBS), CN(C)C=O (DMF), CN(C)C=O (DMF), C1CC(=O)N(C1=O)Br (NBS), CN(C)C=O (DMF). Run in CCOC(=O)C (EtOAc), O (water), CC#N (MeCN), O (water). Conditions: temperature 60 celsius, time 1 hour. The product is BrC1=C2C(=CC=3C=NN(C13)C1=CC=C(C=C1)F)[C@]1([C@H](CCC2)C[C@@](CC1)(O)C(F)(F)F)CC ((3R,4aR,12bR)-8-bromo-12b-ethyl-9-(4-fluorophenyl)-3-(trifluoromethyl)-1,2,3,4,4a,5,6,7,9,12b-decahydrobenzo[6,7]cyclohepta[1,2-f]indazol-3-ol). Isolated yield 69.0%. As a reaction SMILES: C1C(=O)N([Br:8])C(=O)C1.[CH2:9]([C@@:11]12[CH2:35][CH2:34][C@@:33]([C:37]([F:40])([F:39])[F:38])([OH:36])[CH2:32][C@H:12]1[CH2:13][CH2:14][CH2:15][C:16]1[C:17]2=[CH:18][C:19]2[CH:20]=[N:21][N:22]([C:25]3[CH:30]=[CH:29][C:28]([F:31])=[CH:27][CH:26]=3)[C:23]=2[CH:24]=1)[CH3:10].CN(C=O)C.C([O-])(O)=O.[Na+]>CC#N.O.CCOC(C)=O>[Br:8][C:24]1[C:23]2[N:22]([C:25]3[CH:26]=[CH:27][C:28]([F:31])=[CH:29][CH:30]=3)[N:21]=[CH:20][C:19]=2[CH:18]=[C:17]2[C@:11]3([CH2:9][CH3:10])[CH2:35][CH2:34][C@@:33]([C:37]([F:40])([F:39])[F:38])([OH:36])[CH2:32][C@H:12]3[CH2:13][CH2:14][CH2:15][C:16]=12 |f:3.4|. Procedure details: NBS (0.052 g, 0.29 mmol) was added in one portion to a solution of (3R,4aR,12bR)-12b-ethyl-9-(4-fluorophenyl)-3-(trifluoromethyl)-1,2,3,4,4a,5,6,7,9,12b-decahydrobenzo[6,7]cyclohepta[1,2-f]indazol-3-ol (11, R1=4-Fluorophenyl, R2=Ethyl, R3=Trifluoromethyl) (0.100 g, 0.224 mmol) and DMF (2.20 mL) under a nitrogen atmosphere. The solution was warmed to about 60° C. for about 2 h. A solution of NBS (0.0040 g, 0.022 mmol) and DMF (0.10 mL) was added. After about 1 h, a solution of NBS (0.0040 g, 0.02... Reactants: ClC1=C(CN2C(=NN=C(C2=O)C)N2C[C@@H](CCC2)NC(OC(C)(C)C)=O)C=C(C=C1)F ((R)-tert-butyl 1-(4-(2-chloro-5-fluorobenzyl)-6-methyl-5-oxo-4,5-dihydro-1,2,4-triazin-3-yl)piperidin-3-ylcarbamate), C(=O)(C(F)(F)F)O (TFA), C(=O)(O)[O-].[Na+] (NaHCO3). The solvent is ClCCl (dichloromethane). Reaction conditions: time 1.5 hour. Yields the product N[C@H]1CN(CCC1)C1=NN=C(C(N1CC1=C(C=CC(=C1)F)Cl)=O)C ((R)-3-(3-aminopiperidin-1-yl)-4-(2-chloro-5-fluorobenzyl)-6-methyl-1,2,4-triazin-5(4H)-one). RXN SMILES: [Cl:1][C:2]1[CH:30]=[CH:29][C:28]([F:31])=[CH:27][C:3]=1[CH2:4][N:5]1[C:10](=[O:11])[C:9]([CH3:12])=[N:8][N:7]=[C:6]1[N:13]1[CH2:18][CH2:17][CH2:16][C@@H:15]([NH:19]C(=O)OC(C)(C)C)[CH2:14]1.C(O)(C(F)(F)F)=O.C([O-])(O)=O.[Na+]>ClCCl>[NH2:19][C@@H:15]1[CH2:16][CH2:17][CH2:18][N:13]([C:6]2[N:5]([CH2:4][C:3]3[CH:27]=[C:28]([F:31])[CH:29]=[CH:30][C:2]=3[Cl:1])[C:10](=[O:11])[C:9]([CH3:12])=[N:8][N:7]=2)[CH2:14]1 |f:2.3|. Procedure: To a solution of (R)-tert-butyl 1-(4-(2-chloro-5-fluorobenzyl)-6-methyl-5-oxo-4,5-dihydro-1,2,4-triazin-3-yl)piperidin-3-ylcarbamate (31, 44 mg) in dichloromethane (1 mL) was added TFA (0.4 mL), and the mixture was stirred at RT for 1.5 h. The mixture was carefully neutralized with NaHCO3 (aq, saturated), and extracted with CH2Cl2 (10 mL×3). The combined extracts were dried over Na2SO4 and concentrated to give (R)-3-(3-aminopiperidin-1-yl)-4-(2-chloro-5-fluorobenzyl)-6-methyl-1,2,4-triazin-5(4H)...